describe an organic reaction: reactants, conditions, products, and yield From a dataset of the Open Reaction Database (ORD), a public repository of structured organic reaction records. Reactants: Grignard reagent, COC=1C=C(C=CC1CN1CCOCC1)C(=O)C=1C2=C(SC1N(C)C)C=C(C=C2)OCC2=CC=CC=C2 (6-benzyloxy-2-(dimethylamino)benzo[b]thiophen-3-yl 3-methoxy-4-[(4-morpholinyl)methyl]phenyl ketone), [Li]CCCC (n-BuLi), [Si](C)(C)(C(C)(C)C)OCC1=C(OCCN2CCCC2)C=CC(=C1)Br (1-[2-(2-t-butyldimethylsilyloxymethyl-4-bromophenoxy)ethyl]pyrrolidine), [Mg+2].[Br-].[Br-] (MgBr2). Product: COC=1C=C(C=CC1CN1CCCC1)C(=O)C=1C2=C(SC1C1=CC(=C(C=C1)OCCN1CCCC1)CO[Si](C)(C)C(C)(C)C)C=C(C=C2)OCC2=CC=CC=C2 (6-Benzyloxy-2-[3-t-butyldimethylsilyloxymethyl-4-[2-(1-pyrrolidinyl)ethoxy]phenyl]benzo[b]thiophen-3-yl 3-Methoxy-4-(1-pyrrolidinylmethyl)phenyl Ketone). Solvent: C1CCOC1 (THF), C1CCOC1 (THF). The yield is 11.1%. Reported procedure: To a solution of (142 mg, 0.343 mmol) 1-[2-(2-t-butyldimethylsilyloxymethyl-4-bromophenoxy)ethyl]pyrrolidine (Part B) in 15 mL of freshly distilled THF cooled to −78° C. was added 0.24 mL of n-BuLi. The solution was stirred at −78° C. for 1 h 20 min. To the solution was added 1.0 mL of freshly prepared MgBr2 (prepared by reacting 54 mL of dibromoethane with 13 mg of etched magnesium ribbon in 1.0 mL of THF) via cannula at −78° C. and stirred for 10 min. The ice bath was removed and the solution ... As a reaction SMILES: [Si:1]([O:8][CH2:9][C:10]1[CH:23]=[C:22](Br)[CH:21]=[CH:20][C:11]=1[O:12][CH2:13][CH2:14][N:15]1[CH2:19][CH2:18][CH2:17][CH2:16]1)([C:4]([CH3:7])([CH3:6])[CH3:5])([CH3:3])[CH3:2].[Li]CCCC.[Mg+2].[Br-].[Br-].[CH3:33][O:34][C:35]1[CH:36]=[C:37]([C:48]([C:50]2[C:51]3[CH:61]=[CH:60][C:59]([O:62][CH2:63][C:64]4[CH:69]=[CH:68][CH:67]=[CH:66][CH:65]=4)=[CH:58][C:52]=3[S:53][C:54]=2N(C)C)=[O:49])[CH:38]=[CH:39][C:40]=1[CH2:41][N:42]1[CH2:47][CH2:46]O[CH2:44][CH2:43]1>C1COCC1>[CH3:33][O:34][C:35]1[CH:36]=[C:37]([C:48]([C:50]2[C:51]3[CH:61]=[CH:60][C:59]([O:62][CH2:63][C:64]4[CH:65]=[CH:66][CH:67]=[CH:68][CH:69]=4)=[CH:58][C:52]=3[S:53][C:54]=2[C:22]2[CH:21]=[CH:20][C:11]([O:12][CH2:13][CH2:14][N:15]3[CH2:19][CH2:18][CH2:17][CH2:16]3)=[C:10]([CH2:9][O:8][Si:1]([C:4]([CH3:7])([CH3:6])[CH3:5])([CH3:3])[CH3:2])[CH:23]=2)=[O:49])[CH:38]=[CH:39][C:40]=1[CH2:41][N:42]1[CH2:43][CH2:44][CH2:46][CH2:47]1 |f:2.3.4|. Run at temperature -78 celsius, time 20 minute. Starting materials: CCOC(=O)c1cnc2cc(C(F)(F)F)ccc2c1OS(=O)(=O)C(F)(F)F, Cc1ccc(B(O)O)cc1C, CCOC(C)=O, [K+], [K+], [K+], C1COCCO1, O=P([O-])([O-])[O-], c1ccc(P(c2ccccc2)(c2ccccc2)[Pd](P(c2ccccc2)(c2ccccc2)c2ccccc2)(P(c2ccccc2)(c2ccccc2)c2ccccc2)P(c2ccccc2)(c2ccccc2)c2ccccc2)cc1. Product: CCOC(=O)c1cnc2cc(C(F)(F)F)ccc2c1-c1ccc(C)c(C)c1. As a reaction SMILES: [CH2:1]([CH3:2])[O:3][C:4](=[O:5])[c:6]1[cH:7][n:8][c:9]2[cH:10][c:11]([C:24]([F:25])([F:26])[F:27])[cH:12][cH:13][c:14]2[c:15]1[O:16][S:17]([C:18]([F:19])([F:20])[F:21])(=[O:22])=[O:23].[CH3:28][c:29]1[cH:30][c:31]([B:36]([OH:37])[OH:38])[cH:32][cH:33][c:34]1[CH3:35].[CH3:53][CH2:54][O:55][C:56](=[O:57])[CH3:58].[K+:44].[K+:45].[K+:46].[O:47]1[CH2:48][CH2:49][O:50][CH2:51][CH2:52]1.[P:39]([O-:40])([O-:41])([O-:42])=[O:43].[cH:59]1[cH:60][cH:61][c:62]([P:63]([Pd:64]([P:65]([c:66]2[cH:67][cH:68][cH:69][cH:70][cH:71]2)([c:72]2[cH:73][cH:74][cH:75][cH:76][cH:77]2)[c:78]2[cH:79][cH:80][cH:81][cH:82][cH:83]2)([P:84]([c:85]2[cH:86][cH:87][cH:88][cH:89][cH:90]2)([c:91]2[cH:92][cH:93][cH:94][cH:95][cH:96]2)[c:97]2[cH:98][cH:99][cH:100][cH:101][cH:102]2)[P:103]([c:104]2[cH:105][cH:106][cH:107][cH:108][cH:109]2)([c:110]2[cH:111][cH:112][cH:113][cH:114][cH:115]2)[c:116]2[cH:117][cH:118][cH:119][cH:120][cH:121]2)([c:122]2[cH:123][cH:124][cH:125][cH:126][cH:127]2)[c:128]2[cH:129][cH:130][cH:131][cH:132][cH:133]2)[cH:134][cH:135]1>>[CH2:1]([CH3:2])[O:3][C:4](=[O:5])[c:6]1[cH:7][n:8][c:9]2[cH:10][c:11]([C:24]([F:25])([F:26])[F:27])[cH:12][cH:13][c:14]2[c:15]1-[c:31]1[cH:30][c:29]([CH3:28])[c:34]([CH3:35])[cH:33][cH:32]1. Product: COc1cc(CN)cnc1OC. As a reaction SMILES: [CH3:16][OH:17].[CH3:1][O:2][c:3]1[c:4]([O:11][CH3:12])[n:5][cH:6][c:7]([C:8]#[N:9])[cH:10]1.[ClH:13].[H:14][H:15]>>[CH3:1][O:2][c:3]1[c:4]([O:11][CH3:12])[n:5][cH:6][c:7]([CH2:8][NH2:9])[cH:10]1. Starting materials: CO, COc1cc(C#N)cnc1OC, Cl, [H][H]. As a reaction SMILES: C(P(=O)(OCC)OCC)#N.[CH3:11][O:12][C:13]1[CH:14]=[C:15](/[CH:25]=[CH:26]/[C:27]([OH:29])=O)[CH:16]=[CH:17][C:18]=1[N:19]1[CH:23]=[C:22]([CH3:24])[N:21]=[CH:20]1.Cl.[NH2:31][CH2:32][C:33](=[O:42])[CH2:34][C:35]1[CH:40]=[CH:39][C:38]([F:41])=[CH:37][CH:36]=1.O.C(=O)(O)[O-].[Na+]>CN(C=O)C.C(OCC)(=O)C.C(N(CC)CC)C>[F:41][C:38]1[CH:37]=[CH:36][C:35]([CH2:34][C:33](=[O:42])[CH2:32][NH:31][C:27](=[O:29])/[CH:26]=[CH:25]/[C:15]2[CH:16]=[CH:17][C:18]([N:19]3[CH:23]=[C:22]([CH3:24])[N:21]=[CH:20]3)=[C:13]([O:12][CH3:11])[CH:14]=2)=[CH:40][CH:39]=1 |f:2.3,4.5.6|. Run in C(C)(=O)OCC (Ethyl acetate), CN(C)C=O (DMF), C(C)N(CC)CC (triethylamine), CN(C)C=O (DMF). Reaction conditions: temperature 0 celsius, time 30 minute. Isolated yield 13.6%. Yields the product FC1=CC=C(C=C1)CC(CNC(\C=C\C1=CC(=C(C=C1)N1C=NC(=C1)C)OC)=O)=O ((E)-N-[3-(4-fluorophenyl)-2-oxopropyl]-3-[3-methoxy-4-(4-methyl-1H-imidazol-1-yl)phenyl]acrylamide). Starting materials: O.C([O-])(O)=O.[Na+] (sodium bicarbonate water), C(#N)P(OCC)(OCC)=O (Diethyl cyanophosphonate), COC=1C=C(C=CC1N1C=NC(=C1)C)/C=C/C(=O)O ((E)-3-[3-methoxy-4-(4-methyl-1H-imidazol-1-yl)phenyl]acrylic acid), Cl.NCC(CC1=CC=C(C=C1)F)=O (1-amino-3-(4-fluorophenyl)propan-2-one hydrochloride). Procedure details: Diethyl cyanophosphonate (0.12 mL) was added to a solution of (E)-3-[3-methoxy-4-(4-methyl-1H-imidazol-1-yl)phenyl]acrylic acid (200 mg) and triethylamine (0.54 mL) in DMF (2 mL), and the reaction solution was stirred at 0° C. for 30 minutes. A solution of 1-amino-3-(4-fluorophenyl)propan-2-one hydrochloride (CAS #93102-98-8, 158 mg) in DMF (1 mL) was added dropwise to the reaction solution over 20 minutes, and the reaction solution was stirred at 0° C. for 1.5 hours. Ethyl acetate and saturated... Reactants: C(C)C1=C(C=NN1)C1=CC=CC=C1 (5-ethyl-4-phenyl-1H-pyrazole), BrBr (bromine). Solvent: ClCCl (dichloromethane). Conditions: time 72 hour. Yields the product BrC1=NNC(=C1C1=CC=CC=C1)CC (3-Bromo-5-ethyl-4-phenyl-1H-pyrazole). Yield: 58.3%. RXN SMILES: [CH2:1]([C:3]1[NH:7][N:6]=[CH:5][C:4]=1[C:8]1[CH:13]=[CH:12][CH:11]=[CH:10][CH:9]=1)[CH3:2].[Br:14]Br>ClCCl>[Br:14][C:5]1[C:4]([C:8]2[CH:13]=[CH:12][CH:11]=[CH:10][CH:9]=2)=[C:3]([CH2:1][CH3:2])[NH:7][N:6]=1. Procedure details: To a solution of 5-ethyl-4-phenyl-1H-pyrazole (3.34 g, 19.39 mmol) in dichloromethane (111.0 mL), was added bromine (1.49 mL, 29.09 mmol) at 25° C. The reaction was stirred at room temperature for 72 h and quenched with NaOH (aq.) to pH 12. The organics were separated. The aqueous layer was extracted again with DCM (3×). The combined organics were washed with brine, dried (MgSO4), filtered and concentrated to give a red oil. This oil was purified by flash chromatography to give the title compoun... Starting materials: O=C(O)C12CC3CC(CC(O)(C3)C1)C2, CN(C)C=O, CNC. The product is CN(C)C(=O)C12CC3CC(CC(O)(C3)C1)C2. As a reaction SMILES: [C:4](=[O:5])([OH:6])[C:7]12[CH2:8][C:9]3([OH:17])[CH2:10][CH:11]([CH2:12][CH:13]([CH2:14]1)[CH2:15]3)[CH2:16]2.[CH3:18][N:19]([CH3:20])[CH:21]=[O:22].[CH3:1][NH:2][CH3:3]>>[CH3:1][N:2]([CH3:3])[C:4](=[O:5])[C:7]12[CH2:8][C:9]3([OH:17])[CH2:10][CH:11]([CH2:12][CH:13]([CH2:14]1)[CH2:15]3)[CH2:16]2. The reactants are O=C(NC1CCc2ncccc2C1)OCc1ccccc1, ClC(Cl)Cl, O=C(OO)c1cccc(Cl)c1. Yields the product O=C(NC1CCc2c(ccc[n+]2[O-])C1)OCc1ccccc1. Reaction SMILES: [CH2:1]([c:2]1[cH:3][cH:4][cH:5][cH:6][cH:7]1)[O:8][C:9](=[O:10])[NH:11][CH:12]1[CH2:13][c:14]2[cH:15][cH:16][cH:17][n:18][c:19]2[CH2:20][CH2:21]1.[CH:33]([Cl:34])([Cl:35])[Cl:36].[OH:22][O:23][C:24]([c:25]1[cH:26][c:27]([Cl:28])[cH:29][cH:30][cH:31]1)=[O:32]>>[CH2:1]([c:2]1[cH:3][cH:4][cH:5][cH:6][cH:7]1)[O:8][C:9](=[O:10])[NH:11][CH:12]1[CH2:13][c:14]2[cH:15][cH:16][cH:17][n+:18]([O-:22])[c:19]2[CH2:20][CH2:21]1.